From a dataset of the Open Reaction Database (ORD), a public repository of structured organic reaction records. describe an organic reaction: reactants, conditions, products, and yield Reactants: BrB(Br)Br, COc1cc([N+](=O)[O-])ccc1S(=O)(=O)N=CN(C)C, CO, CC(C)OC(C)C, ClCCl. The product is CN(C)C=NS(=O)(=O)c1ccc([N+](=O)[O-])cc1O. RXN SMILES: [B:20]([Br:21])([Br:22])[Br:23].[CH3:1][N:2]([CH3:3])[CH:4]=[N:5][S:6](=[O:7])(=[O:8])[c:9]1[c:10]([O:18][CH3:19])[cH:11][c:12]([N+:15](=[O:16])[O-:17])[cH:13][cH:14]1.[CH3:24][OH:25].[CH:26]([O:27][CH:28]([CH3:29])[CH3:30])([CH3:31])[CH3:32].[Cl:33][CH2:34][Cl:35]>>[CH3:1][N:2]([CH3:3])[CH:4]=[N:5][S:6](=[O:7])(=[O:8])[c:9]1[c:10]([OH:18])[cH:11][c:12]([N+:15](=[O:16])[O-:17])[cH:13][cH:14]1. Reactants: CSc1ccc(Br)s1, [Li]CCCC, CCCCCC, CC(C)(C)OC(=O)N1CCC(C=O)CC1, [Cl-], [NH4+], C1CCOC1, O. Yields the product CSc1ccc(C(O)C2CCN(C(=O)OC(C)(C)C)CC2)s1. RXN SMILES: [Br:1][c:2]1[s:3][c:4]([S:7][CH3:8])[cH:5][cH:6]1.[CH2:9]([Li:10])[CH2:11][CH2:12][CH3:13].[CH3:36][CH2:37][CH2:38][CH2:39][CH2:40][CH3:41].[CH:14](=[O:15])[CH:16]1[CH2:17][CH2:18][N:19]([C:22](=[O:23])[O:24][C:25]([CH3:26])([CH3:27])[CH3:28])[CH2:20][CH2:21]1.[Cl-:29].[NH4+:30].[O:31]1[CH2:32][CH2:33][CH2:34][CH2:35]1.[OH2:42]>>[c:2]1([CH:14]([OH:15])[CH:16]2[CH2:17][CH2:18][N:19]([C:22](=[O:23])[O:24][C:25]([CH3:26])([CH3:27])[CH3:28])[CH2:20][CH2:21]2)[s:3][c:4]([S:7][CH3:8])[cH:5][cH:6]1. The reactants are C(C)(C)(C)OC(=O)NC(CC#N)CO (3-tert-butoxycarbonylamino-4-hydroxybutyronitrile), ClC=1C=CC2=C(C(=NO2)O)C1 (5-chloro-3-hydroxy-1,2-benzoisoxazole), C1(=CC=CC=C1)P(C1=CC=CC=C1)C1=CC=CC=C1 (triphenylphosphine), N(=NC(=O)OCC)C(=O)OCC (diethyl azodicarboxylate). Run in O1CCCC1 (tetrahydrofuran). The product is C(C)(C)(C)OC(=O)NC(COC1=NOC2=C1C=C(C=C2)Cl)CC#N (3-(2-tert-butoxycarbonylamino-3-cyanopropoxy)-5-chloro-1,2-benzoisoxazole). Isolated yield 73.4%. RXN SMILES: [C:1]([O:5][C:6]([NH:8][CH:9]([CH2:13][OH:14])[CH2:10][C:11]#[N:12])=[O:7])([CH3:4])([CH3:3])[CH3:2].[Cl:15][C:16]1[CH:17]=[CH:18][C:19]2[O:23][N:22]=[C:21](O)[C:20]=2[CH:25]=1.C1(P(C2C=CC=CC=2)C2C=CC=CC=2)C=CC=CC=1.N(C(OCC)=O)=NC(OCC)=O>O1CCCC1>[C:1]([O:5][C:6]([NH:8][CH:9]([CH2:10][C:11]#[N:12])[CH2:13][O:14][C:21]1[C:20]2[CH:25]=[C:16]([Cl:15])[CH:17]=[CH:18][C:19]=2[O:23][N:22]=1)=[O:7])([CH3:4])([CH3:3])[CH3:2]. Reported procedure: To a solution of 1.0 g of 3-tert-butoxycarbonylamino-4-hydroxybutyronitrile in 15 ml of tetrahydrofuran are added 0.85 g of 5-chloro-3-hydroxy-1,2-benzoisoxazole, 1.71 g of triphenylphosphine and 1.14 g of diethyl azodicarboxylate with ice-cooling, and they are subjected to reaction at room temperature for 24 hours. Thereafter, the solvent is removed by distillation under reduced pressure. The residue obtained is purified by a column chromatography [eluant:n-hexane:ethyl acetate=5:1], to obtain ... The reactants are [OH-].[Na+] (NaOH), COC(C[C@@H]1CC[C@H](CC1)C1=CC=C(C=C1)NC(CCNC(=O)C=1NC2=CC=C(C=C2C1)Cl)=O)=O (trans-[4-(4-{3-[(5-chloro-1H-indole-2-carbonyl)amino]propionylamino}phenyl)cyclohexyl]acetic acid methyl ester). Solvent: C1CCOC1.CO.O (THF MeOH water). Reaction conditions: temperature 25 celsius, time 5 hour. Product: ClC=1C=C2C=C(NC2=CC1)C(=O)NCCC(=O)NC1=CC=C(C=C1)[C@@H]1CC[C@H](CC1)CC(=O)O (Trans [4-(4-{3-[(5-chloro-1H-indole-2-carbonyl)amino]propionylamino}phenyl)cyclohexyl]acetic acid). The yield is 94.8%. Reaction SMILES: [OH-].[Na+].C[O:4][C:5](=[O:37])[CH2:6][C@H:7]1[CH2:12][CH2:11][C@H:10]([C:13]2[CH:18]=[CH:17][C:16]([NH:19][C:20](=[O:36])[CH2:21][CH2:22][NH:23][C:24]([C:26]3[NH:27][C:28]4[C:33]([CH:34]=3)=[CH:32][C:31]([Cl:35])=[CH:30][CH:29]=4)=[O:25])=[CH:15][CH:14]=2)[CH2:9][CH2:8]1>C1COCC1.CO.O>[Cl:35][C:31]1[CH:32]=[C:33]2[C:28](=[CH:29][CH:30]=1)[NH:27][C:26]([C:24]([NH:23][CH2:22][CH2:21][C:20]([NH:19][C:16]1[CH:17]=[CH:18][C:13]([C@H:10]3[CH2:11][CH2:12][C@H:7]([CH2:6][C:5]([OH:37])=[O:4])[CH2:8][CH2:9]3)=[CH:14][CH:15]=1)=[O:36])=[O:25])=[CH:34]2 |f:0.1,3.4.5|. Procedure: NaOH (56.5 mg, 1.4 mmol) was added to trans-[4-(4-{3-[(5-chloro-1H-indole-2-carbonyl)amino]propionylamino}phenyl)cyclohexyl]acetic acid methyl ester (70 mg, 0.14 mmol) dissolved in THF/MeOH/water (20 mL, 3:2:1). The reaction mixture was stirred at 25° C. for 5 hours, concentrated under vacuum, and the residue was acidified with 1M HCl up to pH 2 and extracted with ethyl acetate. The extract was washed with brine and dried with anhydrous sodium sulfate and concentrated under vacuum. The residue w...